This data is from the Open Reaction Database (ORD), a public repository of structured organic reaction records. The task is: describe an organic reaction: reactants, conditions, products, and yield The reactants are Nc1ncc(Br)cn1, CCO, Cc1ccccc1, CCOC(C)=O, CC(C)(C)OC(=O)N1CCN(c2ccc(B3OC(C)(C)C(C)(C)O3)cn2)CC1, [Na+], [Na+], O=C([O-])[O-], O, c1ccc(P(c2ccccc2)(c2ccccc2)[Pd](P(c2ccccc2)(c2ccccc2)c2ccccc2)(P(c2ccccc2)(c2ccccc2)c2ccccc2)P(c2ccccc2)(c2ccccc2)c2ccccc2)cc1. Product: CC(C)(C)OC(=O)N1CCN(c2ccc(-c3cnc(N)nc3)cn2)CC1. Reaction SMILES: [Br:35][c:36]1[cH:37][n:38][c:39]([NH2:42])[n:40][cH:41]1.[CH3:44][CH2:45][OH:46].[CH3:47][c:48]1[cH:49][cH:50][cH:51][cH:52][cH:53]1.[CH3:54][CH2:55][O:56][C:57]([CH3:58])=[O:59].[CH3:7][C:8]1([CH3:9])[C:10]([CH3:11])([CH3:12])[O:13][B:14]([c:15]2[cH:16][cH:17][c:18]([N:21]3[CH2:22][CH2:23][N:24]([C:27](=[O:28])[O:29][C:30]([CH3:31])([CH3:32])[CH3:33])[CH2:25][CH2:26]3)[n:19][cH:20]2)[O:34]1.[Na+:1].[Na+:2].[O-:3][C:4](=[O:5])[O-:6].[OH2:43].[cH:60]1[cH:61][cH:62][c:63]([P:64]([Pd:65]([P:66]([c:67]2[cH:68][cH:69][cH:70][cH:71][cH:72]2)([c:73]2[cH:74][cH:75][cH:76][cH:77][cH:78]2)[c:79]2[cH:80][cH:81][cH:82][cH:83][cH:84]2)([P:85]([c:86]2[cH:87][cH:88][cH:89][cH:90][cH:91]2)([c:92]2[cH:93][cH:94][cH:95][cH:96][cH:97]2)[c:98]2[cH:99][cH:100][cH:101][cH:102][cH:103]2)[P:104]([c:105]2[cH:106][cH:107][cH:108][cH:109][cH:110]2)([c:111]2[cH:112][cH:113][cH:114][cH:115][cH:116]2)[c:117]2[cH:118][cH:119][cH:120][cH:121][cH:122]2)([c:123]2[cH:124][cH:125][cH:126][cH:127][cH:128]2)[c:129]2[cH:130][cH:131][cH:132][cH:133][cH:134]2)[cH:135][cH:136]1>>[c:15]1(-[c:36]2[cH:37][n:38][c:39]([NH2:42])[n:40][cH:41]2)[cH:16][cH:17][c:18]([N:21]2[CH2:22][CH2:23][N:24]([C:27](=[O:28])[O:29][C:30]([CH3:31])([CH3:32])[CH3:33])[CH2:25][CH2:26]2)[n:19][cH:20]1. Reactants: COC=1C=C(C=CC1OC)C1=NN=C(C(C2=C1C=C(C(=C2)OC)OC)CC)C (1-(3,4-dimethoxyphenyl)-4-methyl-5-ethyl-7,8-dimethoxy-5H-2,3-benzodiazepine), C([O-])([O-])=O.[Na+].[Na+] (sodium carbonate), [OH-].[Na+] (sodium hydroxide), NaAlH2 (OCH2CH2OCH3)2. Run in C1=CC=CC=C1 (benzene), C1=CC=CC=C1 (benzene), C1=CC=CC=C1 (benzene). Conditions: time 30 minute. Yields the product COC=1C=C(C=CC1OC)C1=NNC(C(C2=C1C=C(C(=C2)OC)OC)CC)C (1-(3,4-dimethoxyphenyl)-4-methyl-5-ethyl-7,8-dimethoxy-3,4-dihydro-5H-2,3-benzodiazepine). RXN SMILES: [CH3:1][O:2][C:3]1[CH:4]=[C:5]([C:11]2[C:17]3[CH:18]=[C:19]([O:24][CH3:25])[C:20]([O:22][CH3:23])=[CH:21][C:16]=3[CH:15]([CH2:26][CH3:27])[C:14]([CH3:28])=[N:13][N:12]=2)[CH:6]=[CH:7][C:8]=1[O:9][CH3:10].[OH-].[Na+].C(=O)([O-])[O-].[Na+].[Na+]>C1C=CC=CC=1>[CH3:1][O:2][C:3]1[CH:4]=[C:5]([C:11]2[C:17]3[CH:18]=[C:19]([O:24][CH3:25])[C:20]([O:22][CH3:23])=[CH:21][C:16]=3[CH:15]([CH2:26][CH3:27])[CH:14]([CH3:28])[NH:13][N:12]=2)[CH:6]=[CH:7][C:8]=1[O:9][CH3:10] |f:1.2,3.4.5|. Procedure: A 70% benzene solution of 90 ml (0.6 moles) of NaAlH2 (OCH2CH2OCH3)2 is diluted with 90 ml of benzene. The solution thus-obtained is added, within 20 minutes, under stirring, to a solution of 114.6 g (0.3 moles) of 1-(3,4-dimethoxyphenyl)-4-methyl-5-ethyl-7,8-dimethoxy-5H-2,3-benzodiazepine in 1500 ml of benzene. The inner temperature rises to 33° to 35° C. Then the reaction mixture is heated to boiling, within 30 minutes (the gas evolution ceases), recooled to 20° C., and 450 ml of a 20% sodium...